From a dataset of the Open Reaction Database (ORD), a public repository of structured organic reaction records. describe an organic reaction: reactants, conditions, products, and yield Reactants: CCC(O)CC, O=C([O-])CCl, Cl, [H-], [Na+], [Na+], C1CCOC1, O. Yields the product CCC(CC)OCC(=O)O. As a reaction SMILES: [CH3:1][CH2:2][CH:3]([CH2:4][CH3:5])[OH:6].[Cl:9][CH2:10][C:11](=[O:12])[O-:13].[ClH:15].[H-:7].[Na+:14].[Na+:8].[O:16]1[CH2:17][CH2:18][CH2:19][CH2:20]1.[OH2:21]>>[CH3:1][CH2:2][CH:3]([CH2:4][CH3:5])[O:6][CH2:10][C:11](=[O:12])[OH:13]. Reactants: C([O-])(O)=O.[Na+] (sodium bicarbonate), ClC(=O)OCC1=CC=CC=C1 (benzyl chloroformate), N1C[C@@H](CCC1)C(=O)O ((R)-piperidine-3-carboxylic acid). Solvent: C1CCOC1 (THF), O (water). Reaction conditions: temperature 0 celsius, time 3 hour. The product is C(C1=CC=CC=C1)OC(=O)N1C[C@@H](CCC1)C(=O)O ((R)-piperidine-1,3-dicarboxylic acid 1-benzyl ester). The yield is 36.0%. Reaction SMILES: [NH:1]1[CH2:6][CH2:5][CH2:4][C@@H:3]([C:7]([OH:9])=[O:8])[CH2:2]1.C(=O)(O)[O-].[Na+].Cl[C:16]([O:18][CH2:19][C:20]1[CH:25]=[CH:24][CH:23]=[CH:22][CH:21]=1)=[O:17]>C1COCC1.O>[CH2:19]([O:18][C:16]([N:1]1[CH2:6][CH2:5][CH2:4][C@@H:3]([C:7]([OH:9])=[O:8])[CH2:2]1)=[O:17])[C:20]1[CH:25]=[CH:24][CH:23]=[CH:22][CH:21]=1 |f:1.2|. Procedure: A solution of (R)-piperidine-3-carboxylic acid (XXVII) (5.0 g, 39 mmol) in a mixture of 50 ml of THF and 20 ml of water was cooled to 0° C. and sodium bicarbonate (6.5 g, 77.4 mmol) and benzyl chloroformate (8.0 g, 46.4 mmol) were added simultaneously. The reaction mixture was stirred at 0° C. for 30 min and at room temperature for 3 hours and concentrated under reduced pressure. The remaining aqueous phase was extracted with ethyl ether to remove excess of benzyl chloroformate, then it was acid... Starting materials: solution, B (borane), FC(C=1C=C(C=C(C1)C(F)(F)F)S(=O)(=O)NC1=C(OC2=C(C(=O)O)C=CC=C2)C=CC(=C1)C(F)(F)F)(F)F (2-[2-[3,5-Bis(trifluoromethyl)phenylsulfonamido]-4-trifluoromethylphenoxy]benzoic acid). The solvent is O1CCCC1 (tetrahydrofuran). Yields the product FC(C=1C=C(C=C(C1)C(F)(F)F)S(=O)(=O)NC1=C(OC2=C(CO)C=CC=C2)C=CC(=C1)C(F)(F)F)(F)F (2-[2-[3,5-Bis(trifluoromethyl)phenylsulfonamido]-4-trifluoromethylphenoxy]benzyl alcohol). RXN SMILES: [F:1][C:2]([F:38])([F:37])[C:3]1[CH:4]=[C:5]([S:13]([NH:16][C:17]2[CH:32]=[C:31]([C:33]([F:36])([F:35])[F:34])[CH:30]=[CH:29][C:18]=2[O:19][C:20]2[CH:28]=[CH:27][CH:26]=[CH:25][C:21]=2[C:22](O)=[O:23])(=[O:15])=[O:14])[CH:6]=[C:7]([C:9]([F:12])([F:11])[F:10])[CH:8]=1.B>O1CCCC1>[F:37][C:2]([F:1])([F:38])[C:3]1[CH:4]=[C:5]([S:13]([NH:16][C:17]2[CH:32]=[C:31]([C:33]([F:36])([F:35])[F:34])[CH:30]=[CH:29][C:18]=2[O:19][C:20]2[CH:28]=[CH:27][CH:26]=[CH:25][C:21]=2[CH2:22][OH:23])(=[O:15])=[O:14])[CH:6]=[C:7]([C:9]([F:10])([F:11])[F:12])[CH:8]=1. Procedure details: 2-[2-[3,5-Bis(trifluoromethyl)phenylsulfonamido]-4-trifluoromethylphenoxy]benzoic acid (0.1 g, 0.17 mmol) was dissolved in tetrahydrofuran (5 mL) and stirred under argon at room temperature. A 1M solution of borane (0.5 mL, 0.5 mmol) was added and the mixture was stirred for 16 h. Evaporation of the solvent followed by aqueous workup and flash chromatography (silica gel, ethyl acetate/hexane); and then recrystallization provided the title compound as a white crystalline solid; mp 123°-125° C. Starting materials: C1(=CC=C(C=C1)N=C=O)C (Para-Tolyl isocyanate), NC1=CC=C(C=C1)C1=NSC(=C1C(=O)N)NC(=O)NCCCN1CCCC1 (3-(4-aminophenyl)-5-({[(3-pyrrolidin-1-ylpropyl)amino]carbonyl}amino)isothiazole-4-carboxamide), C(C)(C)N(CC)C(C)C (diisopropylethylamine), CN(C=O)C (dimethylformamide). The solvent is O1CCCC1 (tetrahydrofuran), O1CCCC1 (tetrahydrofuran). Reaction conditions: time 2 hour. Yields the product CC1=CC=C(C=C1)NC(=O)NC1=CC=C(C=C1)C1=NSC(=C1C(=O)N)NC(=O)NCCCN1CCCC1 (3-[4-({[(4-Methylphenyl)amino]carbonyl}amino)phenyl]-5-({[(3-pyrrolidin-1-ylpropyl)amino]carbonyl}amino)isothiazole-4-carboxamide). As a reaction SMILES: [C:1]1([CH3:10])[CH:6]=[CH:5][C:4]([N:7]=[C:8]=[O:9])=[CH:3][CH:2]=1.[NH2:11][C:12]1[CH:17]=[CH:16][C:15]([C:18]2[C:22]([C:23]([NH2:25])=[O:24])=[C:21]([NH:26][C:27]([NH:29][CH2:30][CH2:31][CH2:32][N:33]3[CH2:37][CH2:36][CH2:35][CH2:34]3)=[O:28])[S:20][N:19]=2)=[CH:14][CH:13]=1.C(N(C(C)C)CC)(C)C.CN(C)C=O>O1CCCC1>[CH3:10][C:1]1[CH:6]=[CH:5][C:4]([NH:7][C:8]([NH:11][C:12]2[CH:17]=[CH:16][C:15]([C:18]3[C:22]([C:23]([NH2:25])=[O:24])=[C:21]([NH:26][C:27]([NH:29][CH2:30][CH2:31][CH2:32][N:33]4[CH2:37][CH2:36][CH2:35][CH2:34]4)=[O:28])[S:20][N:19]=3)=[CH:14][CH:13]=2)=[O:9])=[CH:3][CH:2]=1. Procedure: Para-Tolyl isocyanate (4.5 g 0.0339 mol) was added to a solution of 3-(4-aminophenyl)-5-({[(3-pyrrolidin-1-ylpropyl)amino]carbonyl}amino)isothiazole-4-carboxamide (12.0 g, 0.0308 mol), diisopropylethylamine (6.0 g, 0.046 mol) in mixture of tetrahydrofuran (300 mL) and dimethylformamide (50 ml) at ambient temperature over 20 min. The resulting mixture was stirred at ambient temperature for 2 hr. The reaction mixture was concentrated in vacuo to give off white solid, which was stirred in 20% tetra... Reactants: C1COCCO1, Cc1c(C(N)=O)cnn1-c1cc(OC(F)F)n(C)n1, O=C(OC(=O)C(F)(F)F)C(F)(F)F, O, c1ccncc1. The product is Cc1c(C#N)cnn1-c1cc(OC(F)F)n(C)n1. RXN SMILES: [CH2:26]1[O:27][CH2:28][CH2:29][O:30][CH2:31]1.[F:1][CH:2]([O:3][c:4]1[cH:5][c:6](-[n:10]2[n:11][cH:12][c:13]([C:16](=[O:17])[NH2:18])[c:14]2[CH3:15])[n:7][n:8]1[CH3:9])[F:19].[F:32][C:33]([F:34])([F:35])[C:36]([O:37][C:38](=[O:39])[C:40]([F:41])([F:42])[F:43])=[O:44].[OH2:45].[cH:20]1[cH:21][cH:22][n:23][cH:24][cH:25]1>>[F:1][CH:2]([O:3][c:4]1[cH:5][c:6](-[n:10]2[n:11][cH:12][c:13]([C:16]#[N:18])[c:14]2[CH3:15])[n:7][n:8]1[CH3:9])[F:19]. Starting materials: CCOC(=O)N1CCN(C(=O)C(N)CCC(=O)OC(C)(C)C)CC1, ClCCCl, CN(C)C=O, O, COc1cccc(-n2nc(C(=O)O)cc2O)c1, On1nnc2ccccc21. RXN SMILES: [CH2:18]([CH3:19])[O:20][C:21](=[O:22])[N:23]1[CH2:24][CH2:25][N:26]([C:29]([CH:30]([CH2:31][CH2:32][C:33](=[O:34])[O:35][C:36]([CH3:37])([CH3:38])[CH3:39])[NH2:40])=[O:41])[CH2:27][CH2:28]1.[CH2:52]([Cl:53])[CH2:54][Cl:55].[O:56]=[CH:57][N:58]([CH3:59])[CH3:60].[OH2:61].[OH:1][c:2]1[cH:3][c:4]([C:15](=[O:16])[OH:17])[n:5][n:6]1-[c:7]1[cH:8][c:9]([O:13][CH3:14])[cH:10][cH:11][cH:12]1.[OH:42][n:43]1[c:44]2[c:45]([cH:46][cH:47][cH:48][cH:49]2)[n:50][n:51]1>>[OH:1][c:2]1[cH:3][c:4]([C:15](=[O:17])[NH:40][CH:30]([C:29]([N:26]2[CH2:25][CH2:24][N:23]([C:21]([O:20][CH2:18][CH3:19])=[O:22])[CH2:28][CH2:27]2)=[O:41])[CH2:31][CH2:32][C:33](=[O:34])[O:35][C:36]([CH3:37])([CH3:38])[CH3:39])[n:5][n:6]1-[c:7]1[cH:8][c:9]([O:13][CH3:14])[cH:10][cH:11][cH:12]1. Yields the product CCOC(=O)N1CCN(C(=O)C(CCC(=O)OC(C)(C)C)NC(=O)c2cc(O)n(-c3cccc(OC)c3)n2)CC1. Starting materials: ICCCC=1C=C(OCC(=O)OCC)C=CC1 (ethyl [3-(3-iodopropyl)phenoxy]acetate), C1(=CC=CC=C1)C(CCN)C1=CC=CC=C1 ((3,3-diphenylpropyl)amine). Solvent: CCOC(=O)C (EtOAc), CN(C)C=O (DMF). Reaction conditions: time 8 hour. Product: C1(=CC=CC=C1)C(CCNCCCC=1C=C(OCC(=O)OCC)C=CC1)C1=CC=CC=C1 (ethyl (3-{3-[(3,3-diphenylpropyl)amino]propyl}phenoxy)acetate). The yield is 40.3%. Reaction SMILES: I[CH2:2][CH2:3][CH2:4][C:5]1[CH:6]=[C:7]([CH:15]=[CH:16][CH:17]=1)[O:8][CH2:9][C:10]([O:12][CH2:13][CH3:14])=[O:11].[C:18]1([CH:24]([C:28]2[CH:33]=[CH:32][CH:31]=[CH:30][CH:29]=2)[CH2:25][CH2:26][NH2:27])[CH:23]=[CH:22][CH:21]=[CH:20][CH:19]=1>CN(C=O)C.CCOC(C)=O>[C:28]1([CH:24]([C:18]2[CH:19]=[CH:20][CH:21]=[CH:22][CH:23]=2)[CH2:25][CH2:26][NH:27][CH2:2][CH2:3][CH2:4][C:5]2[CH:6]=[C:7]([CH:15]=[CH:16][CH:17]=2)[O:8][CH2:9][C:10]([O:12][CH2:13][CH3:14])=[O:11])[CH:29]=[CH:30][CH:31]=[CH:32][CH:33]=1. Procedure: To a solution of ethyl [3-(3-iodopropyl)phenoxy]acetate (2.5 g) in DMF (50 mL) was added (3,3-diphenylpropyl)amine (1.7 g) at ambient temperature. The reaction mixture was stirred for 8 hours at the same temperature. The resulting mixture was diluted with EtOAc and washed successively with saturated NaHCO3 aqueous solution, water and brine. The organic layer was dried over anhydrous MgSO4, filtered and evaporated in vacuo. The residue was purified by silica gel column chromatography (chloroform:... The reactants are [BH4-], [Hg], [Na+], O=C(O)c1cccc(Oc2ccccc2)c1. Yields the product OCc1cccc(Oc2ccccc2)c1. As a reaction SMILES: [BH4-:1].[Hg:19].[Na+:2].[O:3]([c:4]1[cH:5][cH:6][cH:7][cH:8][cH:9]1)[c:10]1[cH:11][c:12]([C:13](=[O:14])[OH:15])[cH:16][cH:17][cH:18]1>>[O:3]([c:4]1[cH:5][cH:6][cH:7][cH:8][cH:9]1)[c:10]1[cH:11][c:12]([CH2:13][OH:14])[cH:16][cH:17][cH:18]1. Reactants: [BH3-]C#N, O=C([O-])O, COC(=O)c1ccc(N)cc1C(=O)OC, CO, CC(=O)O, [Na+], [Na+], O=CCCc1ccc(OCCCCCc2ccccc2)cc1. Product: COC(=O)c1ccc(NCCCc2ccc(OCCCCCc3ccccc3)cc2)cc1C(=O)OC. Reaction SMILES: [C:38]([BH3-:39])#[N:40].[C:42](=[O:43])([O-:44])[OH:45].[CH3:23][O:24][C:25](=[O:26])[c:27]1[c:28]([C:29](=[O:30])[O:31][CH3:32])[cH:33][cH:34][c:35]([NH2:37])[cH:36]1.[CH3:47][OH:48].[CH3:49][C:50](=[O:51])[OH:52].[Na+:41].[Na+:46].[c:1]1([CH2:7][CH2:8][CH2:9][CH2:10][CH2:11][O:12][c:13]2[cH:14][cH:15][c:16]([CH2:19][CH2:20][CH:21]=[O:22])[cH:17][cH:18]2)[cH:2][cH:3][cH:4][cH:5][cH:6]1>>[c:1]1([CH2:7][CH2:8][CH2:9][CH2:10][CH2:11][O:12][c:13]2[cH:14][cH:15][c:16]([CH2:19][CH2:20][CH2:21][NH:37][c:35]3[cH:34][cH:33][c:28]([C:29](=[O:30])[O:31][CH3:32])[c:27]([C:25]([O:24][CH3:23])=[O:26])[cH:36]3)[cH:17][cH:18]2)[cH:2][cH:3][cH:4][cH:5][cH:6]1. The reactants are BrC=1C=NC2=CC=CC=C2C1 (3-(bromo)quinoline), [1,1′-bis(triphenyl-phosphino)ferrocene]dichloropalladium, C[O-].[Na+] (NaOMe), C(C)(C)(C)OC(=O)N1CCC(CC1)CC=C (1-(t-butoxycarbonyl)-4-(prop-2-enyl)piperidine), B1C2CCCC1CCC2 (9-BBN). Solvent: C(Cl)Cl (CH2Cl2), C1CCOC1 (THF), C1CCOC1 (THF). Run at time 2 hour. Yields the product hexanes EtOAc, C(C)(C)(C)OC(=O)N1CCC(CC1)CCCC=1C=NC2=CC=CC=C2C1 (1-(t-Butoxycarbonyl)-4-(3-(quinolin-3-yl)propyl)piperidine). Yield: 58.9%. As a reaction SMILES: [C:1]([O:5][C:6]([N:8]1[CH2:13][CH2:12][CH:11]([CH2:14][CH:15]=[CH2:16])[CH2:10][CH2:9]1)=[O:7])([CH3:4])([CH3:3])[CH3:2].B1C2CCCC1CCC2.C[O-].[Na+].Br[C:30]1[CH:31]=[N:32][C:33]2[C:38]([CH:39]=1)=[CH:37][CH:36]=[CH:35][CH:34]=2>C1COCC1.C(Cl)Cl>[C:1]([O:5][C:6]([N:8]1[CH2:13][CH2:12][CH:11]([CH2:14][CH2:15][CH2:16][C:30]2[CH:31]=[N:32][C:33]3[C:38]([CH:39]=2)=[CH:37][CH:36]=[CH:35][CH:34]=3)[CH2:10][CH2:9]1)=[O:7])([CH3:4])([CH3:3])[CH3:2] |f:2.3|. Procedure: A solution of 260 mg (1.15 mmol) of 1-(t-butoxycarbonyl)-4-(prop-2-enyl)piperidine (from EXAMPLE 33, Step B) in 3 mL of THF under argon was treated with 2.30 mL of 0.5 M 9-BBN solution in THF. The resulting mixture was stirred at rt for 2 h, then treated with 68 mg (1.25 mmol) of NaOMe. The resulting mixture was stirred until it was homogeneous (˜15 min) and then was treated with 0.155 mL (1.15 mmol) of 3-(bromo)quinoline and 41 mg (0.05 mmol) of [1,1′-bis(triphenyl-phosphino)ferrocene]dichlorop...